describe an organic reaction: reactants, conditions, products, and yield From a dataset of the Open Reaction Database (ORD), a public repository of structured organic reaction records. The reactants are ClC1=NC=CC(=N1)N1CCC(CC1)CNC(C1=CC(=CC(=C1)OC)OCC1CC1)=O (N-((1-(2-chloropyrimidin-4-yl)piperidin-4-yl)methyl)-3-(cyclopropylmethoxy)-5-methoxybenzamide), CC1(OB(OC1(C)C)C=1C=C(C=CC1)C=1N(C=CN1)COCC[Si](C)(C)C)C (2-(3-(4,4,5,5-tetramethyl-1,3,2-dioxaborolan-2-yl)phenyl)-1-((2-(trimethylsilyl)ethoxy)methyl)-1H-imidazole), C(=O)([O-])[O-].[Na+].[Na+] (Na2CO3), CC#N.O (CH3CN H2O). The reagents and catalysts are Cl[Pd]([P](C1=CC=CC=C1)(C2=CC=CC=C2)C3=CC=CC=C3)([P](C4=CC=CC=C4)(C5=CC=CC=C5)C6=CC=CC=C6)Cl (Pd(PPh3)2Cl2). Reaction conditions: temperature 150 celsius, time 10 minute. Product: C1(CC1)COC=1C=C(C(=O)NCC2CCN(CC2)C2=NC=NC(=N2)C2=CC(=CC=C2)C=2N(C=CN2)COCC[Si](C)(C)C)C=C(C1)OC (3-(cyclopropylmethoxy)-5-methoxy-N-((1-(4-(3-(1-((2-(trimethylsilyl)ethoxy)methyl)-1H-imidazol-2-yl)phenyl)-1,3,5-triazin-2-yl)piperidin-4-yl)methyl)benzamide). Reaction SMILES: Cl[C:2]1[N:7]=[C:6]([N:8]2[CH2:13][CH2:12][CH:11]([CH2:14][NH:15][C:16](=[O:30])[C:17]3[CH:22]=[C:21]([O:23][CH3:24])[CH:20]=[C:19]([O:25][CH2:26][CH:27]4[CH2:29][CH2:28]4)[CH:18]=3)[CH2:10][CH2:9]2)[CH:5]=[CH:4][N:3]=1.CC1(C)C(C)(C)OB([C:39]2[CH:40]=[C:41]([C:45]3[N:46]([CH2:50][O:51][CH2:52][CH2:53][Si:54]([CH3:57])([CH3:56])[CH3:55])[CH:47]=[CH:48][N:49]=3)[CH:42]=C[CH:44]=2)O1.C([O-])([O-])=O.[Na+].[Na+].CC#[N:67].O>Cl[Pd](Cl)([P](C1C=CC=CC=1)(C1C=CC=CC=1)C1C=CC=CC=1)[P](C1C=CC=CC=1)(C1C=CC=CC=1)C1C=CC=CC=1>[CH:27]1([CH2:26][O:25][C:19]2[CH:18]=[C:17]([CH:22]=[C:21]([O:23][CH3:24])[CH:20]=2)[C:16]([NH:15][CH2:14][CH:11]2[CH2:10][CH2:9][N:8]([C:6]3[N:67]=[C:4]([C:5]4[CH:44]=[CH:39][CH:40]=[C:41]([C:45]5[N:46]([CH2:50][O:51][CH2:52][CH2:53][Si:54]([CH3:57])([CH3:56])[CH3:55])[CH:47]=[CH:48][N:49]=5)[CH:42]=4)[N:3]=[CH:2][N:7]=3)[CH2:13][CH2:12]2)=[O:30])[CH2:29][CH2:28]1 |f:2.3.4,5.6,^1:71,90|. Procedure: To a solution of N-((1-(4-chloro-1,3,5-triazin-2-yl)piperidin-4-yl)methyl)-3-(cyclopropylmethoxy)-5-methoxybenzamide (Example 31, step v, 150 mg, 0.35 mmol) in CH3CN H2O (4 ml, 3/1) were added 2-(3-(4,4,5,5-tetramethyl-1,3,2-dioxaborolan-2-yl)phenyl)-1-((2-(trimethylsilyl)ethoxy)methyl)-1H-imidazole (Example 9, 140 mg, 0.35 mmol), Na2CO3 (73 mg, 0.70 mmol) and Pd(PPh3)2Cl2 (12 mg, 0.018 mmol) under a nitrogen atmosphere. The reaction mixture was stirred at 150° C. for 10 minutes in a microwave r... Reactants: CS(C)=O, CN(C(=O)c1cc2c(s1)-c1cc(C#N)ccc1OCC2)c1ccccc1Cl, [K+], [K+], O=C([O-])[O-], OO. Yields the product CN(C(=O)c1cc2c(s1)-c1cc(C(N)=O)ccc1OCC2)c1ccccc1Cl. RXN SMILES: [CH3:36][S:37]([CH3:38])=[O:39].[Cl:1][c:2]1[c:3]([N:8]([C:9](=[O:10])[c:11]2[cH:12][c:13]3[c:14]([s:26]2)-[c:15]2[c:16]([cH:20][cH:21][c:22]([C:24]#[N:25])[cH:23]2)[O:17][CH2:18][CH2:19]3)[CH3:27])[cH:4][cH:5][cH:6][cH:7]1.[K+:28].[K+:29].[O-:30][C:31]([O-:32])=[O:33].[OH:34][OH:35]>>[Cl:1][c:2]1[c:3]([N:8]([C:9](=[O:10])[c:11]2[cH:12][c:13]3[c:14]([s:26]2)-[c:15]2[c:16]([cH:20][cH:21][c:22]([C:24]([NH2:25])=[O:30])[cH:23]2)[O:17][CH2:18][CH2:19]3)[CH3:27])[cH:4][cH:5][cH:6][cH:7]1. Reactants: S1C2=C(C=C1)C=C(C=C2)C(COCCO)O (1-(benzo[b]thiophen-5-yl)-2-(2-hydroxyethoxy)ethanol), C1(=CC=C(C=C1)S(=O)(=O)Cl)C (p-toluenesulfonyl chloride), Cl (hydrochloric acid), ice water, C(C)OCC (diethyl ether), Cl (hydrochloric acid). The solvent is N1=CC=CC=C1 (pyridine). Run at time 4 hour. The product is S1C2=C(C=C1)C=C(C=C2)C(COCCOS(=O)(=O)C2=CC=C(C=C2)C)O (1-(benzo[b]thiophen-5-yl)-2-[2-(p-toluenesulfonyloxy)ethoxy]ethanol). Yield: 51.9%. As a reaction SMILES: [S:1]1[CH:5]=[CH:4][C:3]2[CH:6]=[C:7]([CH:10]([OH:16])[CH2:11][O:12][CH2:13][CH2:14][OH:15])[CH:8]=[CH:9][C:2]1=2.[C:17]1([CH3:27])[CH:22]=[CH:21][C:20]([S:23](Cl)(=[O:25])=[O:24])=[CH:19][CH:18]=1.Cl.C(OCC)C>N1C=CC=CC=1>[S:1]1[CH:5]=[CH:4][C:3]2[CH:6]=[C:7]([CH:10]([OH:16])[CH2:11][O:12][CH2:13][CH2:14][O:15][S:23]([C:20]3[CH:21]=[CH:22][C:17]([CH3:27])=[CH:18][CH:19]=3)(=[O:25])=[O:24])[CH:8]=[CH:9][C:2]1=2. Reported procedure: In 54 ml of pyridine was dissolved 9.0 g of 1-(benzo[b]thiophen-5-yl)-2-(2-hydroxyethoxy)ethanol. To the solution was added, at -25° C., 7.2 g of p-toluenesulfonyl chloride. The mixture was allowed to stand at 0°-5° C. for 24 hours and further at room temperature for 4 hours. The reaction mixture was added to a mixture of 103 ml of 6N hydrochloric acid, 50 ml of ice water and 100 ml of diethyl ether. The resulting mixture was adjusted to pH 2.0 with 6N hydrochloric acid. The organic layer was se... The reactants are CN(C(=N)N(C)C)C (1,1,3,3-Tetramethylguanidine), [N+](=O)([O-])C (nitromethane), C1(=CC(=CC=C1)O[C@@H]1C[C@H](N(C1)C(=O)OC(C)(C)C)C=O)C1=CC=CC=C1 ((2S,4R)-4-(3-biphenyloxy)-N-tert-butoxycarbonyl-2-pyrrolidinecarboxaldehyde). Run in O1CCCC1 (tetrahydrofuran). Reaction conditions: time 3 hour. Yields the product [N+](=O)([O-])CC(O)[C@H]1N(C[C@@H](C1)OC=1C=C(C=CC1)C1=CC=CC=C1)C(=O)OC(C)(C)C ((2S,4R)-2-(2-Nitro-1-Hydroxyethyl)-4-(3-Biphenyloxy)-N-tert-Butoxycarbonylpyrrolidine). Reaction SMILES: CN(C)C(N(C)C)=N.[N+:9]([CH3:12])([O-:11])=[O:10].[C:13]1([C:34]2[CH:39]=[CH:38][CH:37]=[CH:36][CH:35]=2)[CH:18]=[CH:17][CH:16]=[C:15]([O:19][C@H:20]2[CH2:24][N:23]([C:25]([O:27][C:28]([CH3:31])([CH3:30])[CH3:29])=[O:26])[C@H:22]([CH:32]=[O:33])[CH2:21]2)[CH:14]=1>O1CCCC1>[N+:9]([CH2:12][CH:32]([C@@H:22]1[CH2:21][C@@H:20]([O:19][C:15]2[CH:14]=[C:13]([C:34]3[CH:35]=[CH:36][CH:37]=[CH:38][CH:39]=3)[CH:18]=[CH:17][CH:16]=2)[CH2:24][N:23]1[C:25]([O:27][C:28]([CH3:31])([CH3:30])[CH3:29])=[O:26])[OH:33])([O-:11])=[O:10]. Procedure details: 1,1,3,3-Tetramethylguanidine (52 μL) and nitromethane (222 μl) were added to a solution of crude (2S,4R)-4-(3-biphenyloxy)-N-tert-butoxycarbonyl-2-pyrrolidinecarboxaldehyde (B, 754 mg) in tetrahydrofuran (15 mL). The mixture was stirred at room temperature for 3 hr and evaporated in vacuo. The residue was diluted with ethyl acetate and washed with brine. The organic layer was dried over anhydrous sodium sulfate and evaporated in vacuo to give crude the titled compound (877 mg), which was used in...